Dataset: the Open Reaction Database (ORD), a public repository of structured organic reaction records. Task: describe an organic reaction: reactants, conditions, products, and yield The reactants are BrC=1C(=NC=NC1CC)NCC(C)OC1=C(C=C(C=C1)C)C (5-bromo-6-ethyl-4-[2-(2,4-dimethylphenoxy)-propylamino]pyrimidine), C(C1=CC=CC=C1)(=O)OCCl (chloromethyl benzoate), [I-].[Na+] (sodium iodide). The solvent is CC(=O)C (acetone). The product is [I-].C(C1=CC=CC=C1)(=O)OC[N+]1=CN=C(C(=C1CC)Br)NCC(C)OC1=C(C=C(C=C1)C)C (1-Benzoyloxymethyl-5-bromo-6-ethyl-4-[2-(2,4-dimethylphenoxy)-propylamino]pyrimidinium iodide). Reaction SMILES: [Br:1][C:2]1[C:3]([NH:10][CH2:11][CH:12]([O:14][C:15]2[CH:20]=[CH:19][C:18]([CH3:21])=[CH:17][C:16]=2[CH3:22])[CH3:13])=[N:4][CH:5]=[N:6][C:7]=1[CH2:8][CH3:9].[C:23]([O:31][CH2:32]Cl)(=[O:30])[C:24]1[CH:29]=[CH:28][CH:27]=[CH:26][CH:25]=1.[I-:34].[Na+]>CC(C)=O>[I-:34].[C:23]([O:31][CH2:32][N+:6]1[C:7]([CH2:8][CH3:9])=[C:2]([Br:1])[C:3]([NH:10][CH2:11][CH:12]([O:14][C:15]2[CH:20]=[CH:19][C:18]([CH3:21])=[CH:17][C:16]=2[CH3:22])[CH3:13])=[N:4][CH:5]=1)(=[O:30])[C:24]1[CH:29]=[CH:28][CH:27]=[CH:26][CH:25]=1 |f:2.3,5.6|. Procedure details: 0.3 g (8.2 mmol) of 5-bromo-6-ethyl-4-[2-(2,4-dimethylphenoxy)-propylamino]pyrimidine (according to EP-A-57 440), 0.17 g (9.8 mmol) of chloromethyl benzoate and 0.12 g (8.2 mmol) of sodium iodide in 25 ml of acetone were heated under reflux for 8 hours. After cooling, the precipitated sodium chloride was filtered off and the filtrate was concentrated. The residue was taken up in dichloromethane and washed by stirring with water. The organic phase was dried and concentrated. The residue was diges... Reactants: Cl (HCl), BrC1=CC2=CC=CC=C2C=C1 (2-Bromonapthalene), [I-].[K+] (potassium iodide). The reagents and catalysts are [Cu](I)I (copper iodide). The solvent is CN(P(=O)(N(C)C)N(C)C)C (hexamethylphosphoramide). Reaction conditions: temperature 160 celsius. Yields the product IC1=CC2=CC=CC=C2C=C1 (2-iodonaphthalene). Yield: 100.0%. Reaction SMILES: Br[C:2]1[CH:11]=[CH:10][C:9]2[C:4](=[CH:5][CH:6]=[CH:7][CH:8]=2)[CH:3]=1.[I-:12].[K+].Cl>[Cu](I)I.CN(C)P(N(C)C)(N(C)C)=O>[I:12][C:2]1[CH:11]=[CH:10][C:9]2[C:4](=[CH:5][CH:6]=[CH:7][CH:8]=2)[CH:3]=1 |f:1.2|. Reported procedure: 2-Bromonapthalene (50.0 g, 242.0 mmol), copper iodide (230.0 g, 1210.0 mmol, 5 eq.), potassium iodide (200 g, 1210.0 mmol, 5 eq.) and hexamethylphosphoramide (500 mL) were stirred and heated to 160° C. for 8 h. This was cooled and added to 1N HCl (250 mL) then toluene (300 mL) and ether (300 mL) and the mixture filtered through celite. The organic layer was separated and washed with water (2×250 mL) dried over magnesium sulphate and concentrated to afford 2-iodonaphthalene (61.5 g, 59%) as a whi...